The task is: describe an organic reaction: reactants, conditions, products, and yield. This data is from the Open Reaction Database (ORD), a public repository of structured organic reaction records. The reactants are CNCC(C)Oc1cccc2ncnc(Nc3ccc(OCc4ccccn4)c(Cl)c3)c12, O=C(O)C1(O)CC1. The product is CC(CN(C)C(=O)C1(O)CC1)Oc1cccc2ncnc(Nc3ccc(OCc4ccccn4)c(Cl)c3)c12. Reaction SMILES: [Cl:8][c:9]1[cH:10][c:11]([NH:23][c:24]2[n:25][cH:26][n:27][c:28]3[cH:29][cH:30][cH:31][c:32]([O:34][CH:35]([CH2:36][NH:37][CH3:38])[CH3:39])[c:33]23)[cH:12][cH:13][c:14]1[O:15][CH2:16][c:17]1[n:18][cH:19][cH:20][cH:21][cH:22]1.[OH:1][C:2]1([C:5](=[O:6])[OH:7])[CH2:3][CH2:4]1>>[OH:1][C:2]1([C:5](=[O:7])[N:37]([CH2:36][CH:35]([O:34][c:32]2[cH:31][cH:30][cH:29][c:28]3[n:27][cH:26][n:25][c:24]([NH:23][c:11]4[cH:10][c:9]([Cl:8])[c:14]([O:15][CH2:16][c:17]5[n:18][cH:19][cH:20][cH:21][cH:22]5)[cH:13][cH:12]4)[c:33]32)[CH3:39])[CH3:38])[CH2:3][CH2:4]1. The reactants are OC1=CC=C(C(=O)C2=CC=CC=C2)C=C1 (4-hydroxybenzophenone), C([O-])([O-])=O.[K+].[K+] (potassium carbonate), COC(=O)C=1OC(=CC1)CCl (methyl-5-chloromethyl-2-furoate). Solvent: CN(C)C=O (DMF). Run at time 24 hour. Yields the product C(C1=CC=CC=C1)(=O)C1=CC=C(OCC2=CC=C(O2)C(=O)OC)C=C1 (Methyl 5-((4-benzoylphenoxy)methyl)furan-2-carboxylate). Yield: 98.1%. RXN SMILES: [OH:1][C:2]1[CH:15]=[CH:14][C:5]([C:6]([C:8]2[CH:13]=[CH:12][CH:11]=[CH:10][CH:9]=2)=[O:7])=[CH:4][CH:3]=1.C(=O)([O-])[O-].[K+].[K+].[CH3:22][O:23][C:24]([C:26]1[O:27][C:28]([CH2:31]Cl)=[CH:29][CH:30]=1)=[O:25]>CN(C=O)C>[C:6]([C:5]1[CH:4]=[CH:3][C:2]([O:1][CH2:31][C:28]2[O:27][C:26]([C:24]([O:23][CH3:22])=[O:25])=[CH:30][CH:29]=2)=[CH:15][CH:14]=1)(=[O:7])[C:8]1[CH:13]=[CH:12][CH:11]=[CH:10][CH:9]=1 |f:1.2.3|. Reported procedure: To a stirred solution of 4-hydroxybenzophenone (198.2 mg, 1.0 mmol) in DMF (3 mL) at 0° C. under nitrogen was added potassium carbonate (207 mg, 1.5 mmol) followed by methyl-5-chloromethyl-2-furoate (175 mg, 1.0 mmol). The reaction was allowed to warm to room temperature and the mixture was stirred at room temperature for 24 h. The reaction mixture was partitioned between water and ethyl acetate. The aqueous phase was extracted twice with ethyl acetate and the combined organic phases were washed...